Dataset: the Open Reaction Database (ORD), a public repository of structured organic reaction records. Task: describe an organic reaction: reactants, conditions, products, and yield Reactants: CCOC(=O)C1(CI)CCN(C(=O)c2ccc(OC)cc2)C1, Oc1ccc(-c2ccc(Cl)cn2)cc1. Product: CCOC(=O)C1(COc2ccc(-c3ccc(Cl)cn3)cc2)CCN(C(=O)c2ccc(OC)cc2)C1. RXN SMILES: [CH2:15]([CH3:16])[O:17][C:18](=[O:19])[C:20]1([CH2:35][I:36])[CH2:21][N:22]([C:25]([c:26]2[cH:27][cH:28][c:29]([O:32][CH3:33])[cH:30][cH:31]2)=[O:34])[CH2:23][CH2:24]1.[Cl:1][c:2]1[cH:3][cH:4][c:5](-[c:8]2[cH:9][cH:10][c:11]([OH:14])[cH:12][cH:13]2)[n:6][cH:7]1>>[Cl:1][c:2]1[cH:3][cH:4][c:5](-[c:8]2[cH:9][cH:10][c:11]([O:14][CH2:35][C:20]3([C:18]([O:17][CH2:15][CH3:16])=[O:19])[CH2:21][N:22]([C:25]([c:26]4[cH:27][cH:28][c:29]([O:32][CH3:33])[cH:30][cH:31]4)=[O:34])[CH2:23][CH2:24]3)[cH:12][cH:13]2)[n:6][cH:7]1. Reactants: C[C@@H]1CNCCN1C(=O)OC(C)(C)C, CS(=O)(=O)C1=CC=C(C=C1)Br. Reagents/catalysts: CC(C)(C)[O-].[K+], CC(C)(C)P(C(C)(C)C)C(C)(C)C, CC(C)(C)P(C(C)(C)C)C(C)(C)C.CC(C)(C)P(C(C)(C)C)C(C)(C)C.[Pd]. Solvent: C1COCCO1. Run at temperature 100 celsius. The product is C[C@@H]1CN(CCN1C(=O)OC(C)(C)C)C2=CC=C(C=C2)S(=O)(=O)C. Yield: 0.0%. Procedure: 13-May-09 10:32:28 +0100  1-bromo-4-(methylsulfonyl)benzene (515 mg, 2.13 mmol), (R)-tert-butyl 2-methylpiperazine-1-carboxylate (426 mg, 2.13 mmol) and BIS(TRI-T- BUTYLPHOSPHINE)PALLADIUM(0) (54.3 mg, 0.11 mmol) and potassium 2-methylpropan-2-olate (352 mg, 2.98 mmol) were suspended in dioxane (10 mL) and heated to 90°C for 3 hours. LC-MS shows starting material. Reaction abandoned. As a reaction SMILES: Cl[C:2]1[C:7]2[CH2:8][CH2:9][CH2:10][C:6]=2[C:5]([Cl:11])=[N:4][N:3]=1.[Br-].[F:13][C:14]1[CH:21]=[CH:20][C:17]([CH2:18][Zn+])=[CH:16][CH:15]=1>>[Cl:11][C:5]1[C:6]2[CH2:10][CH2:9][CH2:8][C:7]=2[C:2]([CH2:18][C:17]2[CH:20]=[CH:21][C:14]([F:13])=[CH:15][CH:16]=2)=[N:3][N:4]=1 |f:1.2|. Product: ClC1=NN=C(C2=C1CCC2)CC2=CC=C(C=C2)F (1-Chloro-4-(4-fluoro-benzyl)-6,7-dihydro-5H-cyclopenta[d]pyridazine). Starting materials: compound 44, ClC1=NN=C(C2=C1CCC2)Cl (1,4-dichloro-6,7-dihydro-5H-cyclopenta[d]pyridazine), ClC1=NN=C(C2=C1CCC2)Cl (1,4-dichloro-6,7-dihydro-5H-cyclopenta[d]pyridazine), [Br-].FC1=CC=C(C[Zn+])C=C1 (para-fluorobenzyl zinc bromide). Reported procedure: Compound 45 is prepared analogous to compound 44 starting from of 1,4-dichloro-6,7-dihydro-5H-cyclopenta[d]pyridazine (compound 39) and para-fluorobenzyl zinc bromide. The reactants are C1CCOC1, CCN(C(C)C)C(C)C, O=C(Cl)c1ccc2c(c1)N(S(=O)(=O)c1ccc(C(F)(F)F)cc1)CCS2, NCC(=O)c1ccccc1. The product is O=C(CNC(=O)c1ccc2c(c1)N(S(=O)(=O)c1ccc(C(F)(F)F)cc1)CCS2)c1ccccc1. As a reaction SMILES: [CH2:46]1[O:47][CH2:48][CH2:49][CH2:50]1.[CH:37]([N:38]([CH2:39][CH3:40])[CH:41]([CH3:42])[CH3:43])([CH3:44])[CH3:45].[F:1][C:2]([c:3]1[cH:4][cH:5][c:6]([S:9](=[O:10])(=[O:11])[N:12]2[c:13]3[c:14]([cH:18][cH:19][c:20]([C:22](=[O:23])[Cl:24])[cH:21]3)[S:15][CH2:16][CH2:17]2)[cH:7][cH:8]1)([F:25])[F:26].[NH2:27][CH2:28][C:29](=[O:30])[c:31]1[cH:32][cH:33][cH:34][cH:35][cH:36]1>>[F:1][C:2]([c:3]1[cH:4][cH:5][c:6]([S:9](=[O:10])(=[O:11])[N:12]2[c:13]3[c:14]([cH:18][cH:19][c:20]([C:22](=[O:23])[NH:27][CH2:28][C:29](=[O:30])[c:31]4[cH:32][cH:33][cH:34][cH:35][cH:36]4)[cH:21]3)[S:15][CH2:16][CH2:17]2)[cH:7][cH:8]1)([F:25])[F:26]. Starting materials: CC=1C=C(C=C(C1)C)SC1=C(N=C(N1)C)CO ([5-(3,5-dimethylphenylthio)-2-methyl-1H-imidazol-4-yl]methanol), C(C)(=O)Cl (acetyl chloride), Cl (hydrochloric acid), CN(C)C (trimethylamine), C(O)([O-])=O.[Na+] (sodium hydrogen carbonate). Run in C(Cl)Cl (methylene chloride). Product: C(C)(=O)OCC=1N=C(NC1SC1=CC(=CC(=C1)C)C)C ([5-(3,5-dimethylphenylthio)-2-methyl-1H-imidazol-4-yl]methyl acetate), oil. Yield: 78.0%. Reaction SMILES: [CH3:1][C:2]1[CH:3]=[C:4]([S:9][C:10]2[NH:14][C:13]([CH3:15])=[N:12][C:11]=2[CH2:16][OH:17])[CH:5]=[C:6]([CH3:8])[CH:7]=1.CN(C)C.[C:22](Cl)(=[O:24])[CH3:23].Cl.C(=O)([O-])O.[Na+]>C(Cl)Cl>[C:22]([O:17][CH2:16][C:11]1[N:12]=[C:13]([CH3:15])[NH:14][C:10]=1[S:9][C:4]1[CH:5]=[C:6]([CH3:8])[CH:7]=[C:2]([CH3:1])[CH:3]=1)(=[O:24])[CH3:23] |f:4.5|. Procedure: In dry methylene chloride (85 ml)was dissolved 1.7 g (6.8 mmol)of [5-(3,5-dimethylphenylthio)-2-methyl-1H-imidazol-4-yl]methanol (41d), followed by addition of 2.10 g (20.8 mmol)of trimethylamine. To this solution, acetyl chloride was added dropwise with stirring under ice-cooling. At the same temperature, the mixture was stirred for 30 minutes, then, 8.3 ml of 6N hydrochloric acid was added, and the mixture was stirred at room temperature for 1 hour. To the reaction mixture was added a saturate... Starting materials: CN(CCCN1CCNCC1)C (1-(3-dimethylaminopropyl)piperazine), ClC1=NC=CC(=C1)C1=CC(=C(C=C1)SC1=C(C=CC=C1)OC)C(F)(F)F (2-chloro-4-(4-(2-methoxy-phenylsulfanyl)-3-trifluoromethyl-phenyl)-pyridine), OC1CNCC1 (3-hydroxypyrrolidine). Product: title compound, COC1=C(C=CC=C1)SC1=C(C=C(C=C1)C1=CC(=NC=C1)N1CCN(CC1)CCCN(C)C)C(F)(F)F ((3-(4-(4-(4-(2-Methoxy-phenylsulfanyl)-3-trifluoromethyl-phenyl)-pyridin-2-yl)-piperazine-1-yl)-propyl)-dimethyl-amine). Reaction SMILES: Cl[C:2]1[CH:7]=[C:6]([C:8]2[CH:13]=[CH:12][C:11]([S:14][C:15]3[CH:20]=[CH:19][CH:18]=[CH:17][C:16]=3[O:21][CH3:22])=[C:10]([C:23]([F:26])([F:25])[F:24])[CH:9]=2)[CH:5]=[CH:4][N:3]=1.OC1CCNC1.[CH3:33][N:34]([CH3:44])[CH2:35][CH2:36][CH2:37][N:38]1[CH2:43][CH2:42][NH:41][CH2:40][CH2:39]1>>[CH3:22][O:21][C:16]1[CH:17]=[CH:18][CH:19]=[CH:20][C:15]=1[S:14][C:11]1[CH:12]=[CH:13][C:8]([C:6]2[CH:5]=[CH:4][N:3]=[C:2]([N:41]3[CH2:42][CH2:43][N:38]([CH2:37][CH2:36][CH2:35][N:34]([CH3:33])[CH3:44])[CH2:39][CH2:40]3)[CH:7]=2)=[CH:9][C:10]=1[C:23]([F:26])([F:25])[F:24]. Procedure details: The title compound was prepared according to the procedures of Example 38E, substituting compound 76 with compound 96 (0.039 g, 0.0985 mmol) and 3-hydroxypyrrolidine with 1-(3-dimethylaminopropyl)piperazine. A yellow solid 113 was obtained (0.0414 g, 79%). 1H NMR (CDCl3, 400 MHz) δ 2.20-2.50 (br, 6H), 2.42-2.50 (m, 2H), 2.86 (s, 6H), 3.21-3.28 (m, 2H), 3.32-3.38 (br, 2H), 3.83 (s, 3H), 4.05-4.10 (br, 2H), 6.88 (s, 1H), 6.99-7.06 (m, 3H), 7.10 (d, J=8.2 Hz, 1H), 7.43-7.52 (m, 3H), 7.85 (s, 1H), 8...